The task is: describe an organic reaction: reactants, conditions, products, and yield. This data is from the Open Reaction Database (ORD), a public repository of structured organic reaction records. Reactants: O=S(=O)(Cl)c1ccc(Cl)nc1, N, C1COCCO1. The product is NS(=O)(=O)c1ccc(Cl)nc1. As a reaction SMILES: [Cl:1][c:2]1[cH:3][cH:4][c:5]([S:8](=[O:9])(=[O:10])[Cl:11])[cH:6][n:7]1.[NH3:12].[O:13]1[CH2:14][CH2:15][O:16][CH2:17][CH2:18]1>>[Cl:1][c:2]1[cH:3][cH:4][c:5]([S:8](=[O:9])(=[O:10])[NH2:12])[cH:6][n:7]1. The reactants are NC=1SC=C(N1)C (2-amino-4-methylthiazole), BrCC(=O)C1=CC=C(C=C1)[N+](=O)[O-] (2-bromo-4′-nitroaceto phenone), C([O-])(O)=O.[Na+] (sodium bicarbonate). Solvent: CCO (EtOH). Reaction conditions: time 1 hour. Yields the product CC=1N2C(SC1)=NC(=C2)C2=CC=C(C=C2)[N+](=O)[O-] (3-Methyl-6-(4-nitrophenyl)imidazo[2,1-b][1,3]thiazole). Yield: 50.0%. Reaction SMILES: [NH2:1][C:2]1[S:3][CH:4]=[C:5]([CH3:7])[N:6]=1.Br[CH2:9][C:10]([C:12]1[CH:17]=[CH:16][C:15]([N+:18]([O-:20])=[O:19])=[CH:14][CH:13]=1)=O.C(=O)(O)[O-].[Na+]>CCO>[CH3:7][C:5]1[N:6]2[CH:9]=[C:10]([C:12]3[CH:13]=[CH:14][C:15]([N+:18]([O-:20])=[O:19])=[CH:16][CH:17]=3)[N:1]=[C:2]2[S:3][CH:4]=1 |f:2.3|. Procedure: A mixture of 2-amino-4-methylthiazole (0.24 g, 2.11 mmol) and 2-bromo-4′-nitroaceto phenone (0.5 g, 2.05 mmol) in EtOH (20 ml) was heated under reflux for 16 h. The reaction mixture was allowed to cool and sodium bicarbonate (200 mg, 2.38 mmol) was added and heating was continued for 1 h. On cooling to room temperature, the solvent was removed under reduced pressure and DCM (75 ml) was added to the residue. The insoluble material was collected by filtration and purified by flash chromatography (... Reactants: Cl (hydrogen chloride), NC1=C(CC(C2=CC=CC=C2)NCCC)C=CC=C1 (2-amino-α-phenyl-N-propylphenethylamine), C(C)(OCC)(OCC)OCC (triethyl orthoacetate). The product is Cl.CC1=NC2=C(CC(N1CCC)C1=CC=CC=C1)C=CC=C2 (4,5-dihydro-2-methyl-4-phenyl-3-propyl-3H-1,3-benzodiazepine hydrochloride). RXN SMILES: [ClH:1].[NH2:2][C:3]1[CH:20]=[CH:19][CH:18]=[CH:17][C:4]=1[CH2:5][CH:6]([NH:13][CH2:14][CH2:15][CH3:16])[C:7]1[CH:12]=[CH:11][CH:10]=[CH:9][CH:8]=1.[C:21](OCC)(OCC)(OCC)[CH3:22]>>[ClH:1].[CH3:21][C:22]1[N:13]([CH2:14][CH2:15][CH3:16])[CH:6]([C:7]2[CH:12]=[CH:11][CH:10]=[CH:9][CH:8]=2)[CH2:5][C:4]2[CH:17]=[CH:18][CH:19]=[CH:20][C:3]=2[N:2]=1 |f:3.4|. Procedure details: 90 ml of Ethanolic hydrogen chloride is added dropwise to a stirred suspension of 9.00 g of 2-amino-α-phenyl-N-propylphenethylamine in 90 ml of triethyl orthoacetate. After complete addition, the mixture is refluxed for 2 hours. The ethanol is slowly distilled from the mixture and additional ethanolic hydrogen chloride (50 ml) is added. The mixture is then distilled to a volume of 20-30 ml. 100 ml of ether is added causing precipitation of the hydrochloride salt. The salt is collected, washed wi... The reactants are O=C1CCC(=O)N1Br, O=C(OOC(=O)c1ccccc1)c1ccccc1, ClC(Cl)(Cl)Cl, Cc1cccc([N+](=O)[O-])c1F. Product: O=[N+]([O-])c1cccc(CBr)c1F. As a reaction SMILES: [Br:12][N:13]1[C:14](=[O:15])[CH2:16][CH2:17][C:18]1=[O:19].[C:20]([O:21][O:22][C:23](=[O:24])[c:25]1[cH:26][cH:27][cH:28][cH:29][cH:30]1)(=[O:31])[c:32]1[cH:33][cH:34][cH:35][cH:36][cH:37]1.[Cl:38][C:39]([Cl:40])([Cl:41])[Cl:42].[F:1][c:2]1[c:3]([CH3:11])[cH:4][cH:5][cH:6][c:7]1[N+:8](=[O:9])[O-:10]>>[F:1][c:2]1[c:3]([CH2:11][Br:12])[cH:4][cH:5][cH:6][c:7]1[N+:8](=[O:9])[O-:10]. Starting materials: O=C([O-])[O-], CCCCNCC, Cc1ccccc1, CCOCC, O=Cc1cc(C(F)(F)F)ccc1F, [K+], [K+], O. Product: CCCCN(CC)c1ccc(C(F)(F)F)cc1C=O. RXN SMILES: [C:21](=[O:22])([O-:23])[O-:24].[CH2:14]([CH2:15][CH2:16][CH3:17])[NH:18][CH2:19][CH3:20].[CH3:28][c:29]1[cH:30][cH:31][cH:32][cH:33][cH:34]1.[CH3:35][CH2:36][O:37][CH2:38][CH3:39].[F:1][c:2]1[c:3]([CH:4]=[O:5])[cH:6][c:7]([C:10]([F:11])([F:12])[F:13])[cH:8][cH:9]1.[K+:25].[K+:26].[OH2:27]>>[c:2]1([N:18]([CH2:14][CH2:15][CH2:16][CH3:17])[CH2:19][CH3:20])[c:3]([CH:4]=[O:5])[cH:6][c:7]([C:10]([F:11])([F:12])[F:13])[cH:8][cH:9]1. The reactants are C[C@]12CC[C@@H]3C=4C=CC(=CC4CC[C@H]3[C@@H]1CCC2=O)O (estrone), N1C=NC=C1 (imidazole), [Si](C)(C)(C(C)(C)C)Cl (t-butyl-dimethylsilyl chloride), O (water). Solvent: ClCCl (dichloromethane). Reaction conditions: time 24 hour. Product: O([Si](C)(C)C(C)(C)C)C1=CC=2CC[C@H]3[C@@H]4CCC([C@@]4(C)CC[C@@H]3C2C=C1)=O (3-t-butyldimethylsiloxy-estra-1,3,5(10)-triene-17-one). Isolated yield 95.0%. RXN SMILES: [CH3:1][C@@:2]12[C:18](=[O:19])[CH2:17][CH2:16][C@H:15]1[C@H:14]1[C@@H:5]([C:6]3[CH:7]=[CH:8][C:9]([OH:20])=[CH:10][C:11]=3[CH2:12][CH2:13]1)[CH2:4][CH2:3]2.N1C=CN=C1.[Si:26](Cl)([C:29]([CH3:32])([CH3:31])[CH3:30])([CH3:28])[CH3:27].O>ClCCl>[O:20]([C:9]1[CH:8]=[CH:7][C:6]2[C@@H:5]3[C@H:14]([C@H:15]4[C@@:2]([CH2:3][CH2:4]3)([CH3:1])[C:18](=[O:19])[CH2:17][CH2:16]4)[CH2:13][CH2:12][C:11]=2[CH:10]=1)[Si:26]([C:29]([CH3:32])([CH3:31])[CH3:30])([CH3:28])[CH3:27]. Procedure details: To a solution of estrone (100 g, 0.37 mole) in 400 ml of dichloromethane, imidazole (50.36 g, 0.74 mole) and t-butyl-dimethylsilyl chloride (61.3 g, 0.41 mole) were added. The solution was stirred at room temperature for 24 hours. Then water (200 ml) was added. The organic layer was partially evaporated and diisopropyl ether added. The white solid formed was collected by filtration and dried. It weighed 135.2 g, yield 95%, mp 172° C. Starting materials: FC=1C=C(C2=C(C1)C1(C(NC(S1)=O)=O)CCO2)[N+](=O)[O-] ((±)-6-fluoro-8-nitro-2,3-dihydrospiro[4H-1-benzopyran-4,5'-thiazolidine]-2',4'-dione), C(Cl)(Cl)Cl (chloroform). Reagents/catalysts: [Pt]=O (platinum oxide), [Pt]=O (platinum oxide). Run in C(C)O (ethanol). Reaction conditions: time 2.5 hour. Product: FC=1C=C(C2=C(C1)C1(C(NC(S1)=O)=O)CCO2)N ((±)-6-Fluoro-8-amino-2,3-dihydrospiro[4H-1-benzopyran-4,5'-thiazolidine]-2',4'-dione). RXN SMILES: [F:1][C:2]1[CH:3]=[C:4]([N+:18]([O-])=O)[C:5]2[O:17][CH2:16][CH2:15][C:8]3([S:12][C:11](=[O:13])[NH:10][C:9]3=[O:14])[C:6]=2[CH:7]=1.C(Cl)(Cl)Cl>C(O)C.[Pt]=O>[F:1][C:2]1[CH:3]=[C:4]([NH2:18])[C:5]2[O:17][CH2:16][CH2:15][C:8]3([S:12][C:11](=[O:13])[NH:10][C:9]3=[O:14])[C:6]=2[CH:7]=1. Procedure details: 755 mg of (±)-6-fluoro-8-nitro-2,3-dihydrospiro[4H-1-benzopyran-4,5'-thiazolidine]-2',4'-dione were hydrogenated at room temperature and normal pressure in the presence of 50 mg of platinum oxide in 50 ml of ethanol. An additional 100 mg of platinum oxide were added after 30 minutes. After 2.5 hours under hydrogen, some chloroform was added, the catalyst was filtered, the filtrate was concentrated and the residue was chromatographed on silica gel 60 with chloroform/methanol (19:1). (±)-6-Fluoro-... Starting materials: C1OC2=C(O1)C=C(C=C2)O (sesamol), C1(OCCO1)=O (ethylene carbonate). Product: O1COC2=C1C=CC(=C2)OCCO (2-(1,3-Benzodioxol-5-yloxy)ethanol). Yield: 99.0%. Reaction SMILES: [CH2:1]1[O:5][C:4]2[CH:6]=[C:7]([OH:10])[CH:8]=[CH:9][C:3]=2[O:2]1.C1(=O)O[CH2:14][CH2:13][O:12]1>>[O:2]1[C:3]2[CH:9]=[CH:8][C:7]([O:10][CH2:14][CH2:13][OH:12])=[CH:6][C:4]=2[O:5][CH2:1]1. Reported procedure: The title compund was prepared according to the procedure of Example 114, Step 1 starting from sesamol (2.0 g, 14.5 mmol ) and ethylene carbonate (1.0 g. 11 4 mmol). solid; yield 99%. MS m/z 182 (M)+. Reactants: ClC1=NC=CC=C1C=1C(NC(N(C1)CCC(OC)OC)=O)=O (5-(2-Chloro-pyridin-3-yl)-1-(3,3-dimethoxy-propyl)-1H-pyrimidine-2,4-dione), TEA. Solvent: C1CCOC1 (THF). Reaction conditions: temperature 40 celsius, time 1.5 hour. Yields the product ClC1=NC=CC=C1C=1C(NC(N(C1)CCC=O)=O)=O (3-[5-(2-Chloro-pyridin-3-yl)-2,4-dioxo-3,4-dihydro-2H-pyrimidin-1-yl]-propionaldehyde). Reaction SMILES: [Cl:1][C:2]1[C:7]([C:8]2[C:9](=[O:22])[NH:10][C:11](=[O:21])[N:12]([CH2:14][CH2:15][CH:16](OC)[O:17]C)[CH:13]=2)=[CH:6][CH:5]=[CH:4][N:3]=1>C1COCC1>[Cl:1][C:2]1[C:7]([C:8]2[C:9](=[O:22])[NH:10][C:11](=[O:21])[N:12]([CH2:14][CH2:15][CH:16]=[O:17])[CH:13]=2)=[CH:6][CH:5]=[CH:4][N:3]=1. Reported procedure: 5-(2-Chloro-pyridin-3-yl)-1-(3,3-dimethoxy-propyl)-1H-pyrimidine-2,4-dione (Prep96, 150 mg, 0.46 mmol) was dissolved in THF (5.6 ml) and 1N HClaq (0.46 ml) was added. The solution was then stirred at 40° C. for 1.5 hours. TEA (0.067 ml, 0.48 mmol) was added and the solvent was carefully removed in vacuum at room temperature. Residue was freeze dried to give a white powder that was used in the next step without further purification (quantitative yield). The reactants are C(C)OC1=CC=C(OC2=CC=C(CNC3=C(N)C=CC=C3C)C=C2)C=C1 (2-[4-(4-ethoxyphenoxy)benzylamino)-3-methylaniline), C(C)(=O)O (acetic acid). Run at time 10 minute. Yields the product CC1=NC2=C(N1CC1=CC=C(C=C1)OC1=CC=C(C=C1)OCC)C(=CC=C2)C (2,7-dimethyl-1-[4-(4-ethoxyphenoxy)benzyl]benzimidazole). As a reaction SMILES: [CH2:1]([O:3][C:4]1[CH:26]=[CH:25][C:7]([O:8][C:9]2[CH:24]=[CH:23][C:12]([CH2:13][NH:14][C:15]3[C:21]([CH3:22])=[CH:20][CH:19]=[CH:18][C:16]=3[NH2:17])=[CH:11][CH:10]=2)=[CH:6][CH:5]=1)[CH3:2].[C:27](O)(=O)[CH3:28]>>[CH3:27][C:28]1[N:14]([CH2:13][C:12]2[CH:23]=[CH:24][C:9]([O:8][C:7]3[CH:25]=[CH:26][C:4]([O:3][CH2:1][CH3:2])=[CH:5][CH:6]=3)=[CH:10][CH:11]=2)[C:15]2[C:21]([CH3:22])=[CH:20][CH:19]=[CH:18][C:16]=2[N:17]=1. Procedure: A mixture of 2-[4-(4-ethoxyphenoxy)benzylamino)-3-methylaniline (0.348 g) and acetic acid (5 ml) was heated under reflux for 6 hours and then cooled to room temperature. Excess acetic acid was removed by distillation under reduced pressure, and toluene (100 ml) and a 5% sodium hydroxide solution (50 ml) were added thereto, followed by stirring for 10 minutes. The toluene layer was separated, washed with water, dried over anhydrous sodium sulfate and distilled under reduced pressure to remove tol...